This data is from the Open Reaction Database (ORD), a public repository of structured organic reaction records. The task is: describe an organic reaction: reactants, conditions, products, and yield The reactants are C(C)(C)(C)C1=CC=C(C=C1)S(=O)(=O)NC1=NC(=NC(=C1C1=CC=CC=C1)OCCN)SC (4-tert.-butyl-N-[6-(2-aminoethoxy)-2-methylsulfanyl-5-phenyl-pyrimidin-4-yl]-benzenesulfonamide), S1C(=CC=C1)S(=O)(=O)Cl (thiophene-2-sulfonylchloride). Yields the product C1(=CC=CC=C1)S(=O)(=O)N (benzenesulfonamide). Reaction SMILES: C([C:5]1[CH:10]=[CH:9][C:8]([S:11]([NH:14]C2C(C3C=CC=CC=3)=C(OCCN)N=C(SC)N=2)(=[O:13])=[O:12])=[CH:7][CH:6]=1)(C)(C)C.S1C=CC=C1S(Cl)(=O)=O>>[C:8]1([S:11]([NH2:14])(=[O:13])=[O:12])[CH:9]=[CH:10][CH:5]=[CH:6][CH:7]=1. Procedure: According to Example 4a) 100 mg 4-tert.-butyl-N-[6-(2-aminoethoxy)-2-methylsulfanyl-5-phenyl-pyrimidin-4-yl]-benzenesulfonamide was reacted with 121 mg thiophene-2-sulfonylchloride to give 115 mg 4-tert.-butyl-N-[6-(2-(2-thiophenesulfonyl)-amino)-ethoxy)-2-methylsulfanyl-5-phenyl-pydmidin-4-yl]-benzenesulfonamide. LC-MS: tR=5.98 min, [M−1]−=617.39. Starting materials: C(C)(=O)OC1=C(N2C(CC2C1)=O)C(=O)[O-].[Na+] (sodium 3-acetoxy-1-azabicyclo[3.2.0]hept-2-en-7-one-2-carboxylate), C(C(C)(C)C)(=O)OCBr (bromomethyl pivalate). Run in CN(P(=O)(N(C)C)N(C)C)C (hexamethylphosphoramide), C1(=CC=CC=C1)C (toluene). Reaction conditions: time 2.5 hour. Yields the product C(C)(=O)OC1=C(N2C(CC2C1)=O)C(=O)OCOC(C(C)(C)C)=O (pivaloyloxymethyl 3-acetoxy-1-azabicyclo[3.2.0]hept-2-en-7-one-2-carboxylate). Reaction SMILES: [C:1]([O:4][C:5]1[CH2:11][CH:10]2[N:7]([C:8](=[O:12])[CH2:9]2)[C:6]=1[C:13]([O-:15])=[O:14])(=[O:3])[CH3:2].[Na+].[C:17]([O:23][CH2:24]Br)(=[O:22])[C:18]([CH3:21])([CH3:20])[CH3:19]>CN(C)P(N(C)C)(N(C)C)=O.C1(C)C=CC=CC=1>[C:1]([O:4][C:5]1[CH2:11][CH:10]2[N:7]([C:8](=[O:12])[CH2:9]2)[C:6]=1[C:13]([O:15][CH2:24][O:23][C:17](=[O:22])[C:18]([CH3:21])([CH3:20])[CH3:19])=[O:14])(=[O:3])[CH3:2] |f:0.1|. Procedure: A mixture of sodium 3-acetoxy-1-azabicyclo[3.2.0]hept-2-en-7-one-2-carboxylate (23 mg) and bromomethyl pivalate (29 mg) in hexamethylphosphoramide (0.5 ml) is stirred at room temperature and under a N2 atmosphere for 2.5 hrs. The mixture is diluted with toluene (10 ml), washed with H2O (5×2 ml) and brine, dried with MgSO4, filtered, and evaporated in vacuo. The residue is purified by silica gel plc to afford pivaloyloxymethyl 3-acetoxy-1-azabicyclo[3.2.0]hept-2-en-7-one-2-carboxylate. Starting materials: C(C)(=O)OCC=1CS[C@H]2N(C1C(=O)[O-])C([C@H]2NC(CC=2SC=CC2)=O)=O.[Na+] (sodium (6R, 7R)-3-acetoxymethyl-7-(thien-2-ylacetamido)ceph-3-em-4-carboxylate), ClCCl (dichloromethane), S(O)(O)(=O)=O (sulphuric acid), C1(=CC=CC=C1)C(=[N+]=[N-])C1=CC=CC=C1 (diphenyldiazomethane). Solvent: O (water). Run at time 15 minute. Yields the product C(C)(=O)OCC=1CS[C@H]2N(C1C(=O)OC(C1=CC=CC=C1)C1=CC=CC=C1)C([C@H]2NC(CC=2SC=CC2)=O)=O (Diphenylmethyl (6R,7R)-3-acetoxymethyl-7-(thien-2-ylacetamido)ceph-3-em-4-carboxylate). Yield: 123.2%. As a reaction SMILES: [C:1]([O:4][CH2:5][C:6]1[CH2:7][S:8][C@@H:9]2[C@H:16]([NH:17][C:18](=[O:25])[CH2:19][C:20]3[S:21][CH:22]=[CH:23][CH:24]=3)[C:15](=[O:26])[N:10]2[C:11]=1[C:12]([O-:14])=[O:13])(=[O:3])[CH3:2].[Na+].ClCCl.[C:31]1([C:37]([C:40]2[CH:45]=[CH:44][CH:43]=[CH:42][CH:41]=2)=[N+]=[N-])[CH:36]=[CH:35][CH:34]=[CH:33][CH:32]=1.S(=O)(=O)(O)O>O>[C:1]([O:4][CH2:5][C:6]1[CH2:7][S:8][C@@H:9]2[C@H:16]([NH:17][C:18](=[O:25])[CH2:19][C:20]3[S:21][CH:22]=[CH:23][CH:24]=3)[C:15](=[O:26])[N:10]2[C:11]=1[C:12]([O:14][CH:37]([C:31]1[CH:36]=[CH:35][CH:34]=[CH:33][CH:32]=1)[C:40]1[CH:45]=[CH:44][CH:43]=[CH:42][CH:41]=1)=[O:13])(=[O:3])[CH3:2] |f:0.1|. Procedure details: To a solution of sodium (6R, 7R)-3-acetoxymethyl-7-(thien-2-ylacetamido)ceph-3-em-4-carboxylate (4.2 g, 10 mM) in water (50 ml) was added dichloromethane (30 ml) containing diphenyldiazomethane (2.1 g, 11 mM). The solution pH was adjusted to 3.0 over 15 minutes using 10% v/v sulphuric acid. The mixture was separated and the solvent phase washed with water (4 × 50 ml). The solvent was removed in vacuo to give the title compound (6.96 g). Starting materials: NC=1C=C2C=NN(C2=CC1)C (5-amino-1-methyl-indazole), ClC=1NCCN1 (2-chloro-imidazoline). Run in C1CCOC1 (THF), CCOCC (ether). Conditions: time 48 hour. Yields the product Cl.N1C(=NCC1)NC=1C=C2C=NN(C2=CC1)C (5-(2-imidazolin-2-yl-amino)-1-methyl-indazole hydrochloride). RXN SMILES: [NH2:1][C:2]1[CH:3]=[C:4]2[C:8](=[CH:9][CH:10]=1)[N:7]([CH3:11])[N:6]=[CH:5]2.[Cl:12][C:13]1[NH:14][CH2:15][CH2:16][N:17]=1>C1COCC1.CCOCC>[ClH:12].[NH:17]1[CH2:16][CH2:15][N:14]=[C:13]1[NH:1][C:2]1[CH:3]=[C:4]2[C:8](=[CH:9][CH:10]=1)[N:7]([CH3:11])[N:6]=[CH:5]2 |f:4.5|. Procedure: 5-amino-1-methyl-indazole is dissolved in absolute THF and treated with a solution of an equimolar quantity of 2-chloro-imidazoline in ether. The mixture is stirred for 48 hours in a darkened, sealed flask at room temperature. The precipitated reaction product is separated and recrystallized from ethanol. The purified, white, crystallized hydrochloride has a melting point from 240° to 241° C.